From a dataset of the Open Reaction Database (ORD), a public repository of structured organic reaction records. describe an organic reaction: reactants, conditions, products, and yield Starting materials: CCC1(C)CC(=NO)C(C)C(C)(CC)N1OC(C)c1ccccc1, CN(C)CCCCl, [H-], [Na+], CN(C)C=O. Product: CCC1(C)CC(=NOCCCN(C)C)C(C)C(C)(CC)N1OC(C)c1ccccc1. Reaction SMILES: [CH2:3]([CH3:4])[C:5]1([CH3:26])[N:6]([O:17][CH:18]([CH3:19])[c:20]2[cH:21][cH:22][cH:23][cH:24][cH:25]2)[C:7]([CH3:14])([CH2:15][CH3:16])[CH2:8][C:9](=[N:12][OH:13])[CH:10]1[CH3:11].[CH3:27][N:28]([CH2:29][CH2:30][CH2:31][Cl:32])[CH3:33].[H-:1].[Na+:2].[O:34]=[CH:35][N:36]([CH3:37])[CH3:38]>>[CH2:3]([CH3:4])[C:5]1([CH3:26])[N:6]([O:17][CH:18]([CH3:19])[c:20]2[cH:21][cH:22][cH:23][cH:24][cH:25]2)[C:7]([CH3:14])([CH2:15][CH3:16])[CH2:8][C:9](=[N:12][O:13][CH2:31][CH2:30][CH2:29][N:28]([CH3:27])[CH3:33])[CH:10]1[CH3:11]. Reactants: [Br-].C(CCCC)[P+](C1=CC=CC=C1)(C1=CC=CC=C1)C1=CC=CC=C1.[NH2-].[Na+] (pentyltriphenyl-phosphonium bromide sodium amide), OC1=CC=2CC[C@H]3[C@@H]4C[C@H](C[C@@]4(C)CC[C@@]3(C2C=C1)C=O)O (3,16α-dihydroxy-estra-1,3,5(10)-triene-9-carbaldehyde), CS(=O)C (DMSO), O (water). The solvent is C(C)(=O)OCC (ethyl acetate). The product is C(=CCCCC)[C@@]12C=3C=CC(=CC3CC[C@H]1[C@@H]1C[C@H](C[C@@]1(C)CC2)O)O (9α-(Hex-1-enyl)-estra-1,3,5(10)-triene-3,16α-diol). As a reaction SMILES: [Br-].[CH2:2]([P+](C1C=CC=CC=1)(C1C=CC=CC=1)C1C=CC=CC=1)[CH2:3][CH2:4][CH2:5][CH3:6].[NH2-].[Na+].[OH:28][C:29]1[CH:46]=[CH:45][C:44]2[C@:43]3([CH:47]=O)[C@H:34]([C@H:35]4[C@@:39]([CH2:41][CH2:42]3)([CH3:40])[CH2:38][C@H:37]([OH:49])[CH2:36]4)[CH2:33][CH2:32][C:31]=2[CH:30]=1.CS(C)=O.O>C(OCC)(=O)C>[CH:47]([C@:43]12[CH2:42][CH2:41][C@@:39]3([CH3:40])[C@@H:35]([CH2:36][C@@H:37]([OH:49])[CH2:38]3)[C@@H:34]1[CH2:33][CH2:32][C:31]1[CH:30]=[C:29]([OH:28])[CH:46]=[CH:45][C:44]2=1)=[CH:2][CH2:3][CH2:4][CH2:5][CH3:6] |f:0.1.2.3|. Procedure details: 8.68 g (20 mmol) of pentyltriphenyl-phosphonium bromide+sodium amide (1 g contains 2.3 mmol of pentyltriphenyl-phosphonium bromide), 0.2 g (0.67 mmol) of 3,16α-dihydroxy-estra-1,3,5(10)-triene-9-carbaldehyde and 30 ml DMSO are introduced into a reaction flask that was rendered inert. The reaction mixture is treated for about 2 hours in an ultrasound bath at 60° C. After the reaction is completed, water is added to the reaction solution. The crude product is isolated by extraction with ethyl acet... Starting materials: ON=C1C(CN(C1=O)C1=CC=CC=C1)CC(=O)OCC (Ethyl 4-(hydroxyimino)-5-oxo-1-phenyl-3-pyrrolidineacetate). Reagents/catalysts: [Pd] (palladium on carbon). Run in CCO (EtOH). Product: NC1C(CN(C1=O)C1=CC=CC=C1)CC(=O)OCC (Ethyl 4-amino-5-oxo-1-phenyl-3-pyrrolidineacetate). As a reaction SMILES: O[N:2]=[C:3]1[C:7](=[O:8])[N:6]([C:9]2[CH:14]=[CH:13][CH:12]=[CH:11][CH:10]=2)[CH2:5][CH:4]1[CH2:15][C:16]([O:18][CH2:19][CH3:20])=[O:17]>CCO.[Pd]>[NH2:2][CH:3]1[C:7](=[O:8])[N:6]([C:9]2[CH:14]=[CH:13][CH:12]=[CH:11][CH:10]=2)[CH2:5][CH:4]1[CH2:15][C:16]([O:18][CH2:19][CH3:20])=[O:17]. Reported procedure: A solution of the product of example 63 in EtOH is hydrogenated with 10% palladium on carbon at 60 psi at 60° C. Filtration and purification of the product on silica gel affords the title compound. Reactants: C(C)(=O)NC1=C(C=CC=C1)OS(=O)(=O)C1=CC=C(C=C1)C (toluene-4-sulfonic acid 2-acetylamino-phenyl ester), C#CCCCCC (1-heptyne). Solvent: CCCCCCC.CCOC(=O)C (heptane EtOAc). Yields the product C(#CCCCCC)C1=C(C=CC=C1)NC(C)=O (N-(2-Hept-1ynyl-phenyl)-acetamide). As a reaction SMILES: [C:1]([NH:4][C:5]1[CH:10]=[CH:9][CH:8]=[CH:7][C:6]=1OS(C1C=CC(C)=CC=1)(=O)=O)(=[O:3])[CH3:2].[CH:22]#[C:23][CH2:24][CH2:25][CH2:26][CH2:27][CH3:28]>CCCCCCC.CCOC(C)=O>[C:22]([C:6]1[CH:7]=[CH:8][CH:9]=[CH:10][C:5]=1[NH:4][C:1](=[O:3])[CH3:2])#[C:23][CH2:24][CH2:25][CH2:26][CH2:27][CH3:28] |f:2.3|. Procedure details: This product was prepared from toluene-4-sulfonic acid 2-acetylamino-phenyl ester and 1-heptyne following the general procedure for the Sonogashira cross-coupling process described above. Chromatography eluent: heptane/EtOAc 8:2; yield (92 mg, 80%); 1H NMR δ (CDCl3): 8.47 (d, J=8.51 Hz, 1H), 7.93 (br s, 1H), 7.36 (dm, 1H), 7.31-7.23 (m, 1H), 7.02 (t, J=7.22 Hz, 1H), 2.53 (t, J=7.08 Hz, 2H), 2.21 (s, 3H), 1.63 (p, J=7.11 Hz, 2H), 1.48-1.3 (m, 4H), 0.92 (t, J=7.2 Hz, 3H); LCMS m/z: 229. The reactants are COC(CO)(CC)C1=CC(=CC=C1)OCC1=CC2=CC=CC=C2C=C1 (2-methoxy-2-[3-(naphth-2-ylmethoxy)phenyl]butan-1-ol), C(C#C)Br (prop-2-ynyl bromide). Yields the product C(C#C)OCC(CC)(C1=CC(=CC=C1)OCC1=CC2=CC=CC=C2C=C1)OC (2-methoxy-2-[3-(naphth-2-ylmethoxy)phenyl]but-1-yl prop-2-ynyl ether). Isolated yield 92.0%. RXN SMILES: [CH3:1][O:2][C:3]([C:8]1[CH:13]=[CH:12][CH:11]=[C:10]([O:14][CH2:15][C:16]2[CH:25]=[CH:24][C:23]3[C:18](=[CH:19][CH:20]=[CH:21][CH:22]=3)[CH:17]=2)[CH:9]=1)([CH2:6][CH3:7])[CH2:4][OH:5].[CH2:26](Br)[C:27]#[CH:28]>>[CH2:28]([O:5][CH2:4][C:3]([O:2][CH3:1])([C:8]1[CH:13]=[CH:12][CH:11]=[C:10]([O:14][CH2:15][C:16]2[CH:25]=[CH:24][C:23]3[C:18](=[CH:19][CH:20]=[CH:21][CH:22]=3)[CH:17]=2)[CH:9]=1)[CH2:6][CH3:7])[C:27]#[CH:26]. Procedure details: Using the procedure described in Example 8, 2-methoxy-2-[3-(naphth-2-ylmethoxy)phenyl]butan-1-ol (Example 6) with reacted with prop-2-ynyl bromide to give 2-methoxy-2-[3-(naphth-2-ylmethoxy)phenyl]but-1-yl prop-2-ynyl ether in 92% yield, m.p. 54° C. Starting materials: ClC1=CC=C(C=C1)SC(C(C)=O)=NNC1=CC=C(C=C1)OC (1-[(4-chlorophenyl)thio]-1-[(4-methoxyphenyl) hydrazono]-2-propanone), C(C)OC(CC#N)=O (ethylcyanoacetate), C(C)(=O)[O-].[NH4+] (ammonium acetate). Solvent: C(Cl)Cl (methylene chloride). Reaction conditions: temperature 160 celsius. Yields the product ClC1=CC=C(C=C1)SC=1C(=C(C(N(N1)C1=CC=C(C=C1)OC)=O)C#N)C (6-[(4-chlorophenyl)thio]-2,3-dihydro-2-(4-methoxyphenyl)-5-methyl-3-oxo-4-pyridazinecarbonitrile). As a reaction SMILES: [Cl:1][C:2]1[CH:7]=[CH:6][C:5]([S:8][C:9](=[N:13][NH:14][C:15]2[CH:20]=[CH:19][C:18]([O:21][CH3:22])=[CH:17][CH:16]=2)[C:10](=O)[CH3:11])=[CH:4][CH:3]=1.C(O[C:26](=[O:30])[CH2:27][C:28]#[N:29])C.C([O-])(=O)C.[NH4+]>C(Cl)Cl>[Cl:1][C:2]1[CH:3]=[CH:4][C:5]([S:8][C:9]2[C:10]([CH3:11])=[C:27]([C:28]#[N:29])[C:26](=[O:30])[N:14]([C:15]3[CH:16]=[CH:17][C:18]([O:21][CH3:22])=[CH:19][CH:20]=3)[N:13]=2)=[CH:6][CH:7]=1 |f:2.3|. Procedure details: A flask equipped with a claisen distillation head and magnetic stirring was charged with an intimate mixture of 32.6 g (0.097 mole) 1-[(4-chlorophenyl)thio]-1-[(4-methoxyphenyl) hydrazono]-2-propanone, 24.8 ml of ethylcyanoacetate and 12.2 g of ammonium acetate. The mixture was heated under a nitrogen atmosphere at 160° C. for 30 min. The reaction mixture was cooled and dissolved in methylene chloride. The organic layer was washed successively with saturated aqueous sodium bicarbonate and water.... Reactants: C(C)(C)(C)OC(=O)N1[C@@H](CC(C1)=NOC)C(=O)O ((2S,4EZ)-1-(tert-butoxycarbonyl)-4-(methoxyimino)-2-pyrrolidine-carboxylic acid), ON=C(N)[C@H]1[C@@H](CCCC1)O ((1S,2R)-N′,2-dihydroxycyclohexane-carboximidamide), NC(C1CCN(CC1)C(=O)OC(C)(C)C)=NO (tert-butyl 4-[amino(hydroxyimino)methyl]-1-piperidinecarboxylate), C(C)(C)(C)OC(=O)N1[C@@H](CC(C1)=NOC)C(=O)O ((2S,4EZ)-1-(tert-butoxycarbonyl)-4-(methoxyimino)-2-pyrrolidine-carboxylic acid), C1(=CC=C(C=C1)C(=O)Cl)C1=CC=CC=C1 ([1,1′-biphenyl]-4-carbonyl chloride). Product: CON=C1CN([C@@H](C1)C1=NC(=NO1)[C@H]1[C@@H](CCCC1)O)C(=O)C1=CC=C(C=C1)C1=CC=CC=C1 ((3EZ,5S)-1-([1,1′-biphenyl]-4-ylcarbonyl)-5-{3-[(1S,2R)-2-hydroxycyclohexyl]-1,2,4-oxadiazol-5-yl}-3-pyrrolidinone O-methyloxime). As a reaction SMILES: C(O[C:6]([N:8]1[CH2:12][C:11](=[N:13][O:14][CH3:15])[CH2:10][C@H:9]1[C:16]([OH:18])=O)=[O:7])(C)(C)C.[C:19]1([C:28]2[CH:33]=[CH:32][CH:31]=[CH:30][CH:29]=2)[CH:24]=[CH:23][C:22](C(Cl)=O)=[CH:21][CH:20]=1.O[N:35]=[C:36]([C@@H:38]1[CH2:43][CH2:42][CH2:41][CH2:40][C@H:39]1[OH:44])[NH2:37].NC(=NO)C1CCN(C(OC(C)(C)C)=O)CC1>>[CH3:15][O:14][N:13]=[C:11]1[CH2:10][C@@H:9]([C:16]2[O:18][N:37]=[C:36]([C@@H:38]3[CH2:43][CH2:42][CH2:41][CH2:40][C@H:39]3[OH:44])[N:35]=2)[N:8]([C:6]([C:31]2[CH:30]=[CH:29][C:28]([C:19]3[CH:20]=[CH:21][CH:22]=[CH:23][CH:24]=3)=[CH:33][CH:32]=2)=[O:7])[CH2:12]1. Procedure: Following the general method as outlined in Example 59, starting from (2S,4EZ)-1-(tert-butoxycarbonyl)-4-(methoxyimino)-2-pyrrolidine-carboxylic acid (Intermediate 2), [1,1′-biphenyl]-4-carbonyl chloride, and (1S,2R)-N′,2-dihydroxycyclohexane-carboximidamide (an Intermediate 7), the title compound was obtained in 85% purity by HPLC. MS(ESI+): m/z=461.2.